Task: describe an organic reaction: reactants, conditions, products, and yield. Dataset: the Open Reaction Database (ORD), a public repository of structured organic reaction records The reactants are keto-ester, enolate, O1C(COC2=C1C=CC=C2)C(=O)Cl (2,3-Dihydro-benzo[1,4]dioxine-2-carbonyl chloride), C(=O)([O-])[O-].[K+].[K+] (K2CO3), C(=O)([O-])[O-].[K+].[K+] (K2CO3), C[Si]([N-][Si](C)(C)C)(C)C.[K+] (Potassium hexamethyldisilazide), COC(CC1=C(N=C2N1C=C(C=C2)C)C2=CC=C(C=C2)C)=O ((6-methyl-2-p-tolyl imidazo[1,2-a]pyridin-3-yl) acetic acid methyl ester), Cl (HCl). The solvent is C(C)(=O)O (acetic acid), C1CCOC1 (THF), C1CCOC1 (THF). Run at temperature -78 celsius, time 10 minute. Yields the product O1C(COC2=C1C=CC=C2)C(CC2=C(N=C1N2C=C(C=C1)C)C1=CC=C(C=C1)C)=O (1-(2,3-Dihydro-benzo [1,4]dioxin-2-yl)-2-(6-methyl-2-p-tolyl-imidazo[1,2-a]pyridin-3-yl)-ethanone). Yield: 2.0%. As a reaction SMILES: CO[C:3](=[O:22])[CH2:4][C:5]1[N:9]2[CH:10]=[C:11]([CH3:14])[CH:12]=[CH:13][C:8]2=[N:7][C:6]=1[C:15]1[CH:20]=[CH:19][C:18]([CH3:21])=[CH:17][CH:16]=1.C[Si](C)(C)[N-][Si](C)(C)C.[K+].[O:33]1[C:38]2[CH:39]=[CH:40][CH:41]=[CH:42][C:37]=2[O:36][CH2:35][CH:34]1C(Cl)=O.Cl.C([O-])([O-])=O.[K+].[K+]>C1COCC1.C(O)(=O)C>[O:33]1[C:38]2[CH:39]=[CH:40][CH:41]=[CH:42][C:37]=2[O:36][CH2:35][CH:34]1[C:3](=[O:22])[CH2:4][C:5]1[N:9]2[CH:10]=[C:11]([CH3:14])[CH:12]=[CH:13][C:8]2=[N:7][C:6]=1[C:15]1[CH:20]=[CH:19][C:18]([CH3:21])=[CH:17][CH:16]=1 |f:1.2,5.6.7|. Procedure: (6-Methyl-2-p-tolyl-imidazo[1,2,a]pyridin-3-yl)-acetic acid methyl ester 35a (447 mg, 1.5 mmol) was dissolved in anhydrous THF (15 mL) and cooled to −78° C. Potassium hexamethyldisilazide (0.5M in toluene, 3.0 mL, 1.5 mmol) was added slowly and the resulting bright orange solution was stirred at −78° C. for 10 minutes. 2,3-Dihydro-benzo[1,4]dioxine-2-carbonyl chloride (150 mg, 0.76 mmol) dissolved in anhydrous THF (10 mL) was added dropwise to the enolate solution. The resulting yellow solution ... The reactants are ClC=1C=C2C(=C(C(=NC2=CC1OC)C)C1=C(C=C(C=C1)OC1=CC=C(C=C1)OC(F)(F)F)F)OCC (6-chloro-4-ethoxy-3-(2-fluoro-4-(4-(trifluoromethoxy)phenoxy)phenyl)-7-methoxy-2-methylquinoline), FC1=C(C=CC(=C1)OC1=CC=C(C=C1)OC(F)(F)F)B(O)O (2-fluoro-4-(4-(trifluoromethoxy)phenoxy)phenylboronic acid), CN(C)C=O (DMF), C(=O)([O-])[O-].[Na+].[Na+] (Na2CO3). The reagents and catalysts are C=1C=CC(=CC1)[P](C=2C=CC=CC2)(C=3C=CC=CC3)[Pd]([P](C=4C=CC=CC4)(C=5C=CC=CC5)C=6C=CC=CC6)([P](C=7C=CC=CC7)(C=8C=CC=CC8)C=9C=CC=CC9)[P](C=1C=CC=CC1)(C=1C=CC=CC1)C=1C=CC=CC1 (Pd(PPh3)4). Solvent: CO.C(Cl)(Cl)Cl (MeOH CHCl3). Run at temperature 90 celsius. Product: ClC=1C=C2C(C(=C(NC2=CC1OC)C)C1=C(C=C(C=C1)OC1=CC=C(C=C1)OC(F)(F)F)F)=O (6-chloro-3-(2-fluoro-4-(4-(trifluoromethoxy)phenoxy)phenyl)-7-methoxy-2-methylquinolin-4(1H)-one). Reaction SMILES: [Cl:1][C:2]1[CH:3]=[C:4]2[C:9](=[CH:10][C:11]=1[O:12][CH3:13])[N:8]=[C:7]([CH3:14])[C:6]([C:15]1[CH:20]=[CH:19][C:18]([O:21][C:22]3[CH:27]=[CH:26][C:25]([O:28][C:29]([F:32])([F:31])[F:30])=[CH:24][CH:23]=3)=[CH:17][C:16]=1[F:33])=[C:5]2[O:34]CC.FC1C=C(OC2C=CC(OC(F)(F)F)=CC=2)C=CC=1B(O)O.C([O-])([O-])=O.[Na+].[Na+].CN(C=O)C>C1C=CC([P]([Pd]([P](C2C=CC=CC=2)(C2C=CC=CC=2)C2C=CC=CC=2)([P](C2C=CC=CC=2)(C2C=CC=CC=2)C2C=CC=CC=2)[P](C2C=CC=CC=2)(C2C=CC=CC=2)C2C=CC=CC=2)(C2C=CC=CC=2)C2C=CC=CC=2)=CC=1.CO.C(Cl)(Cl)Cl>[Cl:1][C:2]1[CH:3]=[C:4]2[C:9](=[CH:10][C:11]=1[O:12][CH3:13])[NH:8][C:7]([CH3:14])=[C:6]([C:15]1[CH:20]=[CH:19][C:18]([O:21][C:22]3[CH:23]=[CH:24][C:25]([O:28][C:29]([F:31])([F:32])[F:30])=[CH:26][CH:27]=3)=[CH:17][C:16]=1[F:33])[C:5]2=[O:34] |f:2.3.4,7.8,^1:73,75,94,113|. Procedure: An oven-dried Schlenk tube was flame-dried and backfilled with argon (X3). The tube was then charged with 6-chloro-4-ethoxy-3-(2-fluoro-4-(4-(trifluoromethoxy)phenoxy)phenyl)-7-methoxy-2-methylquinoline (0.3 g, 0.8 mmol), Pd(PPh3)4 (0.08 g, 10 mol %), and 2-fluoro-4-(4-(trifluoromethoxy)phenoxy)phenylboronic acid (0.375 g, 1.2 mmol). A rubber septum was then placed on the tube and 2M Na2CO3 (3 mL), DMF (15 mL), were added. The tube was then purged of air by argon for about 1 minute, while stirri... The reactants are Cl (HCl), FC1=CC=C(C=C1)C=1OC(=C(N1)COC1CC(CCC1)O)C (3-[2-(4-fluorophenyl)-5-methyloxazol-4-ylmethoxy)cyclohexanol), C(C=C)Br (allyl bromide), [H-].[Na+] (sodium hydride). Solvent: CN(C=O)C (dimethylformamide). Conditions: time 30 minute. The product is C(C=C)OC1CC(CCC1)OCC=1N=C(OC1C)C1=CC=C(C=C1)F (4-(3-Allyloxycyclohexyloxymethyl)-2-(4-fluorophenyl)-5-methyloxazole). RXN SMILES: [F:1][C:2]1[CH:7]=[CH:6][C:5]([C:8]2[O:9][C:10]([CH3:22])=[C:11]([CH2:13][O:14][CH:15]3[CH2:20][CH2:19][CH2:18][CH:17]([OH:21])[CH2:16]3)[N:12]=2)=[CH:4][CH:3]=1.[H-].[Na+].[CH2:25](Br)[CH:26]=[CH2:27].Cl>CN(C)C=O>[CH2:27]([O:21][CH:17]1[CH2:18][CH2:19][CH2:20][CH:15]([O:14][CH2:13][C:11]2[N:12]=[C:8]([C:5]3[CH:4]=[CH:3][C:2]([F:1])=[CH:7][CH:6]=3)[O:9][C:10]=2[CH3:22])[CH2:16]1)[CH:26]=[CH2:25] |f:1.2|. Reported procedure: 2 g of the 3-[2-(4-fluorophenyl)-5-methyloxazol-4-ylmethoxy)cyclohexanol are dissolved in 15 ml of dimethylformamide, and 0.3 g of sodium hydride is added. After 30 minutes, 2.4 g of allyl bromide are added dropwise. The mixture is stirred at room temperature for 5 hours. 15 ml of 1N HCl are then added to the reaction mixture, and the mixture is washed three times with 15 ml of ethyl acetate. The organic phase is dried over magnesium sulfate and the solvent is then removed under reduced pressure... Starting materials: C1COCCO1, COCCN1CCc2ccc(N)cc2CC1, COCCO, O=C(NC1CCCCC1Nc1nc(Cl)ncc1Cl)C(F)(F)F, Cl. Yields the product COCCN1CCc2ccc(Nc3ncc(Cl)c(NC4CCCCC4NC(=O)C(F)(F)F)n3)cc2CC1. RXN SMILES: [CH2:45]1[O:46][CH2:47][CH2:48][O:49][CH2:50]1.[CH3:23][O:24][CH2:25][CH2:26][N:27]1[CH2:28][CH2:29][c:30]2[c:31]([cH:34][c:35]([NH2:38])[cH:36][cH:37]2)[CH2:32][CH2:33]1.[CH3:40][O:41][CH2:42][CH2:43][OH:44].[Cl:1][c:2]1[n:3][cH:4][c:5]([Cl:22])[c:6]([NH:8][CH:9]2[CH:10]([NH:15][C:16]([C:17]([F:18])([F:19])[F:20])=[O:21])[CH2:11][CH2:12][CH2:13][CH2:14]2)[n:7]1.[ClH:39]>>[c:2]1([NH:38][c:35]2[cH:34][c:31]3[c:30]([cH:37][cH:36]2)[CH2:29][CH2:28][N:27]([CH2:26][CH2:25][O:24][CH3:23])[CH2:33][CH2:32]3)[n:3][cH:4][c:5]([Cl:22])[c:6]([NH:8][CH:9]2[CH:10]([NH:15][C:16]([C:17]([F:18])([F:19])[F:20])=[O:21])[CH2:11][CH2:12][CH2:13][CH2:14]2)[n:7]1. The reactants are methyl ester, OC(C(=O)O)CCCCCCCCCCCCCCCC (2-hydroxystearic acid), [Cr](=O)(=O)([O-])Cl.[NH+]1=CC=CC=C1 (pyridinium chlorochromate). Run in C(Cl)Cl (methylene chloride). Run at time 24 hour. Product: methyl ester, O=C(CCCCCCCCCCC(=O)O)CCCCCC (12-oxo-stearic acid). The yield is 90.6%. Reaction SMILES: O[CH:2]([CH2:6][CH2:7][CH2:8][CH2:9][CH2:10][CH2:11][CH2:12][CH2:13][CH2:14][CH2:15][CH2:16][CH2:17][CH2:18][CH2:19][CH2:20][CH3:21])[C:3]([OH:5])=[O:4].[Cr](Cl)([O-])(=O)=[O:23].[NH+]1C=CC=CC=1>C(Cl)Cl>[O:23]=[C:15]([CH2:16][CH2:17][CH2:18][CH2:19][CH2:20][CH3:21])[CH2:14][CH2:13][CH2:12][CH2:11][CH2:10][CH2:9][CH2:8][CH2:7][CH2:6][CH2:2][C:3]([OH:5])=[O:4] |f:1.2|. Procedure: 12-Hydroxystearic acid (2 g) dissolved in a 10% methanolic hydrochloric acid solution was stirred at room temperature for 2 hours. The mixture was then concentrated and distributed into chloroform and water, and the chloroform layer was washed with a 1% aqueous sodium hydrogen carbonate solution and water, dried with anhydrous sodium sulfate and concentrated to give the methyl ester of 12-hydroxystearic acid (2.0 g). To the methyl ester of 2-hydroxystearic acid (2.0 g) dissolved in methylene chl... The reactants are ClC(=O)OCC (ethyl chloroformate), C(C)[C@@H](C1=CC=CC=C1)NC(=O)C1=C(C(=NC2=CC=CC=C12)C1=CC=CC=C1)O ((S)-N-(α-ethylbenzyl)-3-hydroxy-2-phenylquinoline-4-carboxamide), ClC(=O)OCC (ethyl chloroformate). Solvent: N1=CC=CC=C1 (pyridine). Conditions: time 8 hour. The product is C(C)[C@@H](C1=CC=CC=C1)NC(=O)C1=C(C(=NC2=CC=CC=C12)C1=CC=CC=C1)OC(=O)OCC ((S)-N-(α-ethylbenzyl)-3-(ethoxycarbonyloxy)-2-phenylquinoline-4-carboxamide). The yield is 42.3%. RXN SMILES: [CH2:1]([C@H:3]([NH:10][C:11]([C:13]1[C:22]2[C:17](=[CH:18][CH:19]=[CH:20][CH:21]=2)[N:16]=[C:15]([C:23]2[CH:28]=[CH:27][CH:26]=[CH:25][CH:24]=2)[C:14]=1[OH:29])=[O:12])[C:4]1[CH:9]=[CH:8][CH:7]=[CH:6][CH:5]=1)[CH3:2].Cl[C:31]([O:33][CH2:34][CH3:35])=[O:32]>N1C=CC=CC=1>[CH2:1]([C@H:3]([NH:10][C:11]([C:13]1[C:22]2[C:17](=[CH:18][CH:19]=[CH:20][CH:21]=2)[N:16]=[C:15]([C:23]2[CH:24]=[CH:25][CH:26]=[CH:27][CH:28]=2)[C:14]=1[O:29][C:31]([O:33][CH2:34][CH3:35])=[O:32])=[O:12])[C:4]1[CH:5]=[CH:6][CH:7]=[CH:8][CH:9]=1)[CH3:2]. Procedure: 0.5 g (1.3 mmol) of (S)-N-(α-ethylbenzyl)-3-hydroxy-2-phenylquinoline-4-carboxamide (compound of Description 1) were dissolved in 10 ml of pyridine; 0.5 ml (5.2 mmol) of ethyl chloroformate were added dropwise and the solution was refluxed under magnetical stirring for 8 hours. The reaction mixture was allowed to reach room temperature and left overnight. 1.0 ml (10.4 mmol) of ethyl chloroformate were added and the solution refluxed for 4 hours. The pyridine was evaporated off with toluene; the ... The reactants are S(O)(O)(=O)=O (sulfuric acid), C(C1=CC=CC=C1)(=O)OC(C(C=CN(C)C)=O)C(CC)=O (4-benzoyloxy-1-dimethylamino-1-heptene-3,5-dione), Cl (hydrochloric acid), C(CC)(=O)O (propionic acid), C(C(=O)O)(=O)O (oxalic acid). Run in C(=O)O (formic acid), C(C)(=O)O (acetic acid). Yields the product C(C1=CC=CC=C1)(=O)OC1=C(OC=CC1=O)CC (3-benzoyloxy-2-ethyl-4-pyrone). RXN SMILES: [C:1]([O:9][CH:10]([C:18](=[O:21])[CH2:19][CH3:20])[C:11](=[O:17])[CH:12]=[CH:13]N(C)C)(=[O:8])[C:2]1[CH:7]=[CH:6][CH:5]=[CH:4][CH:3]=1.C(O)(=O)CC.C(O)(=O)C(O)=O.Cl.S(=O)(=O)(O)O>C(O)(=O)C.C(O)=O>[C:1]([O:9][C:10]1[C:18](=[O:21])[CH:19]=[CH:20][O:17][C:11]=1[CH2:12][CH3:13])(=[O:8])[C:2]1[CH:7]=[CH:6][CH:5]=[CH:4][CH:3]=1. Procedure details: said 4-benzoyloxy-1-dimethylamino-1-heptene-3,5-dione is heated in an acid chosen from the group consisting of formic acid, acetic acid, propionic acid, oxalic acid, dilute hydrochloric acid and dilute sulfuric acid to form 3-benzoyloxy-2-ethyl-4-pyrone, and, The reactants are CC(C)(C)N, C(=NC1CCCCC1)=NC1CCCCC1, O=C(O)c1cccc(C(=O)O)c1O, c1ccncc1. The product is CC(C)(C)NC(=O)c1cccc(C(=O)O)c1O. As a reaction SMILES: [CH3:29][C:30]([CH3:31])([CH3:32])[NH2:33].[CH:14]1([N:15]=[C:16]=[N:17][CH:18]2[CH2:19][CH2:20][CH2:21][CH2:22][CH2:23]2)[CH2:24][CH2:25][CH2:26][CH2:27][CH2:28]1.[OH:1][C:2](=[O:3])[c:4]1[cH:5][cH:6][cH:7][c:8]([C:9]([OH:10])=[O:11])[c:12]1[OH:13].[cH:34]1[cH:35][cH:36][n:37][cH:38][cH:39]1>>[C:2](=[O:3])([c:4]1[cH:5][cH:6][cH:7][c:8]([C:9]([OH:10])=[O:11])[c:12]1[OH:13])[NH:33][C:30]([CH3:29])([CH3:31])[CH3:32]. The reactants are C(C)(=O)[O-].[Na+] (sodium acetate), Cl.COC(CN)=O (glycine methyl ester hydrochloride), C(#N)[BH3-].[Na+] (sodium cyanoborohydride), C(=O)(OC(C)(C)C)C(C=O)N (Boc-aminoacetaldehyde). Run in CO (methanol), O (Water). Conditions: time 2 hour. The product is COC(CNCCNC(=O)OC(C)(C)C)=O (2-(Boc-amino)ethylglycine methyl ester). The yield is 33.5%. RXN SMILES: [C:1](C(N)C=O)([O:3][C:4]([CH3:7])([CH3:6])[CH3:5])=[O:2].[C:12]([O-])(=O)[CH3:13].[Na+].Cl.[CH3:18][O:19][C:20](=[O:23])[CH2:21][NH2:22].C([BH3-])#[N:25].[Na+]>CO.O>[CH3:18][O:19][C:20](=[O:23])[CH2:21][NH:22][CH2:13][CH2:12][NH:25][C:1]([O:3][C:4]([CH3:5])([CH3:6])[CH3:7])=[O:2] |f:1.2,3.4,5.6|. Procedure: Boc-aminoacetaldehyde (19, 1.00 g, 6.3 mmol, 1 eqv) was dissolved in methanol (50 ml). Anhydrous sodium acetate (1.03 g, 12.6 mmol, 2 eqv), glycine methyl ester hydrochloride (Aldrich Chemical Co., 0.79 g, 6.3 mmol, 1 eqv) and sodium cyanoborohydride (1.97 g, 31.4 mmol, 5 eqv) were added to the solution in that order. The reaction mixture was stirred for 2 h at room temperature under nitrogen. Water (50 ml) was added to the suspension and the resulting clear solution was evaporated under reduced...